From a dataset of the Open Reaction Database (ORD), a public repository of structured organic reaction records. describe an organic reaction: reactants, conditions, products, and yield Reactants: ClC=1C(=NC=C(C1)Cl)C(CNC(C1=C(C=CC=C1)C(F)(F)F)=O)=NOC(C)C1=CC=C(C=C1)F (N-[2-(3,5-dichloropyridin-2-yl)-2-[1-(4-fluorophenyl)ethoxyimino]ethyl]-2-(trifluoromethyl)benzamide), C(C1=CC=CC=C1)(=O)C1=CC=CC=C1 (benzophenone), quartz. The solvent is C(C)#N (acetonitrile). The product is ClC=1C(=NC=C(C1)Cl)\C(\CNC(C1=C(C=CC=C1)C(F)(F)F)=O)=N/OC(C)C1=CC=C(C=C1)F ((Z)—N-[2-(3,5-dichloropyridin-2-yl)-2-[1-(4-fluorophenyl)ethoxyimino]ethyl]-2-(trifluoromethyl)benzamide). Yield: 57.3%. Reaction SMILES: [Cl:1][C:2]1[C:3]([C:9](=[N:24][O:25][CH:26]([C:28]2[CH:33]=[CH:32][C:31]([F:34])=[CH:30][CH:29]=2)[CH3:27])[CH2:10][NH:11][C:12](=[O:23])[C:13]2[CH:18]=[CH:17][CH:16]=[CH:15][C:14]=2[C:19]([F:22])([F:21])[F:20])=[N:4][CH:5]=[C:6]([Cl:8])[CH:7]=1.C(C1C=CC=CC=1)(=O)C1C=CC=CC=1>C(#N)C>[Cl:1][C:2]1[C:3](/[C:9](=[N:24]\[O:25][CH:26]([C:28]2[CH:29]=[CH:30][C:31]([F:34])=[CH:32][CH:33]=2)[CH3:27])/[CH2:10][NH:11][C:12](=[O:23])[C:13]2[CH:18]=[CH:17][CH:16]=[CH:15][C:14]=2[C:19]([F:22])([F:20])[F:21])=[N:4][CH:5]=[C:6]([Cl:8])[CH:7]=1. Reported procedure: To 171 mg of N-[2-(3,5-dichloropyridin-2-yl)-2-[1-(4-fluorophenyl)ethoxyimino]ethyl]-2-(trifluoromethyl)benzamide in 3 ml of acetonitrile, 1 mg of benzophenone was added, and the mixture was irradiated with light for 12 hours in a quartz cell (manufactured by Fine, 4 clear windows for spectroscopy) using a 100 W high-pressure mercury lamp (manufactured by USHIO INC., lamp: UM-102, power supply: UM-103B-B). After completion of the reaction, the solvent was evaporated under reduced pressure, and t... Starting materials: S(N)(=O)(=O)C1=CC=C(C=O)C=C1 (4-sulfamoylbenzaldehyde), C(C)SC1=CC=C(N)C=C1 (4-ethylthioaniline). Yields the product C(C)SC1=CC=C(N=CC2=CC=C(C=C2)S(N)(=O)=O)C=C1 (4-Ethylthio-N-(4-sulfamoylbenzylidene)aniline), powder. Isolated yield 56.0%. Reaction SMILES: [S:1]([C:5]1[CH:12]=[CH:11][C:8]([CH:9]=O)=[CH:7][CH:6]=1)(=[O:4])(=[O:3])[NH2:2].[CH2:13]([S:15][C:16]1[CH:22]=[CH:21][C:19]([NH2:20])=[CH:18][CH:17]=1)[CH3:14]>>[CH2:13]([S:15][C:16]1[CH:22]=[CH:21][C:19]([N:20]=[CH:9][C:8]2[CH:11]=[CH:12][C:5]([S:1](=[O:4])(=[O:3])[NH2:2])=[CH:6][CH:7]=2)=[CH:18][CH:17]=1)[CH3:14]. Procedure details: Following a procedure similar to that described in Example 1(i), but using 4-sulfamoylbenzaldehyde and 4-ethylthioaniline as starting materials, the title compound was obtained as a yellow powder (yield 56%). Reactants: O=C(Cl)C1CC1, CC(C)(C)OC(=O)N1CCC(N)C(O)C1, C1CCNCC1. The product is CC(C)(C)OC(=O)N1CCC(NC(=O)C2CC2)C(O)C1. As a reaction SMILES: [CH:22]1([C:25](=[O:26])[Cl:27])[CH2:23][CH2:24]1.[NH2:7][CH:8]1[CH:9]([OH:21])[CH2:10][N:11]([C:14](=[O:15])[O:16][C:17]([CH3:18])([CH3:19])[CH3:20])[CH2:12][CH2:13]1.[NH:1]1[CH2:2][CH2:3][CH2:4][CH2:5][CH2:6]1>>[NH:7]([CH:8]1[CH:9]([OH:21])[CH2:10][N:11]([C:14](=[O:15])[O:16][C:17]([CH3:18])([CH3:19])[CH3:20])[CH2:12][CH2:13]1)[C:25]([CH:22]1[CH2:23][CH2:24]1)=[O:26]. The reactants are C(C1=CC=CC=C1)OCCOC=1N=CC(=NC1)NC(OC(C)(C)C)=O (tert-butyl {5-[2-(benzyloxy)ethoxy]pyrazin-2-yl}carbamate), FC(C(=O)O)(F)F (trifluoroacetic acid). Run in ClCCl (dichloromethane). Run at time 8 hour. Product: C(C1=CC=CC=C1)OCCOC=1N=CC(=NC1)N (5-[2-(benzyloxy)ethoxy]pyrazin-2-amine). Yield: 61.7%. As a reaction SMILES: [CH2:1]([O:8][CH2:9][CH2:10][O:11][C:12]1[N:13]=[CH:14][C:15]([NH:18]C(=O)OC(C)(C)C)=[N:16][CH:17]=1)[C:2]1[CH:7]=[CH:6][CH:5]=[CH:4][CH:3]=1.FC(F)(F)C(O)=O>ClCCl>[CH2:1]([O:8][CH2:9][CH2:10][O:11][C:12]1[N:13]=[CH:14][C:15]([NH2:18])=[N:16][CH:17]=1)[C:2]1[CH:7]=[CH:6][CH:5]=[CH:4][CH:3]=1. Procedure details: To a solution of tert-butyl {5-[2-(benzyloxy)ethoxy]pyrazin-2-yl}carbamate (614 mg) in dichloromethane (10 mL) was added trifluoroacetic acid (0.68 mL) at room temperature, followed by stirring at room temperature overnight. After concentration, saturated aqueous sodium bicarbonate was added thereto. After extraction with ethyl acetate, the organic layer was dried over anhydrous magnesium sulfate. The crude product obtained by concentration was purified by basic silica gel column chromatography ... Starting materials: Cc1sc2cc(CCCO)ccc2c1-c1ccc(C(F)(F)F)cc1, CS(=O)(=O)O, [Cl-]. Yields the product Cc1sc2cc(CCCOS(C)(=O)=O)ccc2c1-c1ccc(C(F)(F)F)cc1. RXN SMILES: [CH3:1][c:2]1[c:3](-[c:15]2[cH:16][cH:17][c:18]([C:21]([F:22])([F:23])[F:24])[cH:19][cH:20]2)[c:4]2[c:5]([s:6]1)[cH:7][c:8]([CH2:11][CH2:12][CH2:13][OH:14])[cH:9][cH:10]2.[CH3:26][S:27](=[O:28])(=[O:29])[OH:30].[Cl-:25]>>[CH3:1][c:2]1[c:3](-[c:15]2[cH:16][cH:17][c:18]([C:21]([F:22])([F:23])[F:24])[cH:19][cH:20]2)[c:4]2[c:5]([s:6]1)[cH:7][c:8]([CH2:11][CH2:12][CH2:13][O:14][S:27]([CH3:26])(=[O:28])=[O:29])[cH:9][cH:10]2. Reactants: C(C)(C)(C)OC(N(CC1CCOCC1)C)=O (N-methyl-N-(tetrahydro-pyran-4-ylmethyl)-carbamic acid tert-butyl ester), Cl (hydrochloric acid). The solvent is O1CCOCC1 (1,4-dioxan). Product: Cl.CNCC1CCOCC1 (N-methyl-N-(tetrahydro-pyran-4-ylmethyl)-amine hydrochloride). Reaction SMILES: C(O[C:6](=O)[N:7](C)[CH2:8][CH:9]1[CH2:14][CH2:13][O:12][CH2:11][CH2:10]1)(C)(C)C.[ClH:17]>O1CCOCC1>[ClH:17].[CH3:6][NH:7][CH2:8][CH:9]1[CH2:14][CH2:13][O:12][CH2:11][CH2:10]1 |f:3.4|. Procedure details: A solution of N-methyl-N-(tetrahydro-pyran-4-ylmethyl)-carbamic acid tert-butyl ester (740 mg) in 4N hydrochloric acid in 1,4-dioxan (10 ml, ex Aldrich) was stirred at room temperature for 1 h. The dioxan was removed under reduced pressure and the residue triturated with ether. The solid was filtered onto a sinter, washed with ether and dried, to afford N-methyl-N-(tetrahydro-pyran-4-ylmethyl)-amine hydrochloride (460 mg). The reactants are CC(C)(C)OC(=O)N1CCCC(CNc2ccccc2)C1, CCN(C(C)C)C(C)C, ClCCl, FC(F)(F)Oc1ccccc1, O=S(=O)(Cl)Cl. The product is CC(C)(C)OC(=O)N1CCCC(CN(c2ccccc2)S(=O)(=O)c2ccc(OC(F)(F)F)cc2)C1. RXN SMILES: [C:1]([CH3:2])([CH3:3])([CH3:4])[O:5][C:6](=[O:7])[N:8]1[CH2:9][CH:10]([CH2:14][NH:15][c:16]2[cH:17][cH:18][cH:19][cH:20][cH:21]2)[CH2:11][CH2:12][CH2:13]1.[CH:22]([N:23]([CH2:24][CH3:25])[CH:26]([CH3:27])[CH3:28])([CH3:29])[CH3:30].[Cl:47][CH2:48][Cl:49].[F:36][C:37]([O:38][c:39]1[cH:40][cH:41][cH:42][cH:43][cH:44]1)([F:45])[F:46].[S:31](=[O:32])(=[O:33])([Cl:34])[Cl:35]>>[C:1]([CH3:2])([CH3:3])([CH3:4])[O:5][C:6](=[O:7])[N:8]1[CH2:9][CH:10]([CH2:14][N:15]([c:16]2[cH:17][cH:18][cH:19][cH:20][cH:21]2)[S:31](=[O:32])(=[O:33])[c:42]2[cH:41][cH:40][c:39]([O:38][C:37]([F:36])([F:45])[F:46])[cH:44][cH:43]2)[CH2:11][CH2:12][CH2:13]1.